From a dataset of the Open Reaction Database (ORD), a public repository of structured organic reaction records. describe an organic reaction: reactants, conditions, products, and yield Procedure details: Prepared analogously to Example 1d from rac.-2-chloro-4-{N-[1-(5-chloro-1H-benzimidazol-2-yl)ethyl]aminocarbonyl}benzoic acid, rac.-2-(methyloxycarbonyl)pyrrolidine, PFTU, and diisopropylethylamine in DMSO at ambient temperature. HPLC-MS results: retention time: 4.30 minutes; C23H22C12N4O4 (489.36); mass spectrum: (M−H)−=488/490/492 (chlorine isotope). Run in CS(=O)C (DMSO). As a reaction SMILES: [Cl:1][C:2]1[CH:10]=[C:9]([C:11]([NH:13][CH:14]([C:16]2[NH:20][C:19]3[CH:21]=[CH:22][C:23]([Cl:25])=[CH:24][C:18]=3[N:17]=2)[CH3:15])=[O:12])[CH:8]=[CH:7][C:3]=1[C:4](O)=[O:5].[CH3:26][O:27][C:28]([CH:30]1[CH2:34][CH2:33][CH2:32][NH:31]1)=[O:29].C(N(C(C)C)CC)(C)C.ClCl>CS(C)=O>[Cl:1][C:2]1[CH:10]=[C:9]([CH:8]=[CH:7][C:3]=1[C:4]([N:31]1[CH2:32][CH2:33][CH2:34][CH:30]1[C:28]([O:27][CH3:26])=[O:29])=[O:5])[C:11]([NH:13][CH:14]([C:16]1[NH:20][C:19]2[CH:21]=[CH:22][C:23]([Cl:25])=[CH:24][C:18]=2[N:17]=1)[CH3:15])=[O:12]. Reactants: C23H22C12N4O4, ClC1=C(C(=O)O)C=CC(=C1)C(=O)NC(C)C1=NC2=C(N1)C=CC(=C2)Cl (rac.-2-chloro-4-{N-[1-(5-chloro-1H-benzimidazol-2-yl)ethyl]aminocarbonyl}benzoic acid), COC(=O)C1NCCC1 (rac.-2-(methyloxycarbonyl)pyrrolidine), C(C)(C)N(CC)C(C)C (diisopropylethylamine), ClCl (chlorine). The product is ClC=1C=C(C(=O)NC(C)C2=NC3=C(N2)C=CC(=C3)Cl)C=CC1C(=O)N1C(CCC1)C(=O)OC (3-chloro-N-[1-(5-chloro-1H-benzimidazol-2-yl)ethyl]-4-[2-(methyloxycarbonyl)pyrrolidin-1-ylcarbonyl]benzamide). Starting materials: C(=C)[Mg]Br (vinylmagnesium bromide), CC(=CCCC(C)=O)CCC=C(COCOC)C (6,10-dimethyl-11-(methoxymethyl)oxy-5,9-undecadien-2-one), [Cl-].[NH4+] (ammonium chloride). Solvent: O1CCCC1 (tetrahydrofuran), O1CCCC1 (tetrahydrofuran). Run at time 4 hour. Yields the product CC(C=C)(CCC=C(CCC=C(COCOC)C)C)O (3,7,11-trimethyl-12-(methoxymethyl)oxy-1,6,10-dodecatrien-3-ol). Isolated yield 80.0%. As a reaction SMILES: [CH3:1][C:2]([CH2:9][CH2:10][CH:11]=[C:12]([CH3:18])[CH2:13][O:14][CH2:15][O:16][CH3:17])=[CH:3][CH2:4][CH2:5][C:6](=[O:8])[CH3:7].[CH:19]([Mg]Br)=[CH2:20].[Cl-].[NH4+]>O1CCCC1>[CH3:7][C:6]([OH:8])([CH2:5][CH2:4][CH:3]=[C:2]([CH3:1])[CH2:9][CH2:10][CH:11]=[C:12]([CH3:18])[CH2:13][O:14][CH2:15][O:16][CH3:17])[CH:19]=[CH2:20] |f:2.3|. Procedure: A solution of 6,10-dimethyl-11-(methoxymethyl)oxy-5,9-undecadien-2-one (60 mg, 0.24 mmol) in tetrahydrofuran (2 ml) was stirred on an ice bath under argon atmosphere. To the solution was added vinylmagnesium bromide in tetrahydrofuran (1.0 ml, 1.0 mmol, 1.0 M), and the mixture was warmed to room temperature and stirred for 4 hours. After addition of saturated aqueous ammonium chloride (2 ml), the reaction mixture was extracted with ether. The extract was dried over Na2SO4 and evaporated in vacuo... Reactants: C(C1=CC=CC=C1)C1CCNCC1 (4-Benzylpiperidine), BrC1=CC=C(C=C1)S(=O)(=O)Cl (4-bromobenzene-1-sulfonyl chloride), BrC1=CC=C(C=C1)S(=O)(=O)Cl (4-Bromobenzene-1-sulfonyl chloride), CCN(C(C)C)C(C)C (DIPEA). Solvent: C(Cl)Cl (DCM), C(Cl)Cl (DCM), C(Cl)Cl (DCM). Conditions: time 17 hour. Product: C(C1=CC=CC=C1)C1CCN(CC1)S(=O)(=O)C1=CC=C(C=C1)Br (4-Benzyl-1-[(4-bromophenyl)sulfonyl]piperidine). Reaction SMILES: [Br:1][C:2]1[CH:7]=[CH:6][C:5]([S:8](Cl)(=[O:10])=[O:9])=[CH:4][CH:3]=1.[CH2:12]([CH:19]1[CH2:24][CH2:23][NH:22][CH2:21][CH2:20]1)[C:13]1[CH:18]=[CH:17][CH:16]=[CH:15][CH:14]=1.CCN(C(C)C)C(C)C>C(Cl)Cl>[CH2:12]([CH:19]1[CH2:24][CH2:23][N:22]([S:8]([C:5]2[CH:6]=[CH:7][C:2]([Br:1])=[CH:3][CH:4]=2)(=[O:10])=[O:9])[CH2:21][CH2:20]1)[C:13]1[CH:18]=[CH:17][CH:16]=[CH:15][CH:14]=1. Procedure details: 4-Bromobenzene-1-sulfonyl chloride (100 mg, 0.391 mmol) dissolved in DCM (2.0 mL) at ambient temperature. 4-Benzylpiperidine (89 mg, 0.51 mmol) were diluted in DCM (2.0 mL) and treated with DIPEA (0.205 mL, 1.174 mmol) at ambient temperature. To this mixture a solution of 4-bromobenzene-1-sulfonyl chloride (100 mg, 0.391 mmol) dissolved in DCM (2.0 mL) was added and the reaction stirred at ambient temperature for 17 hours. The reaction was then concentrated in vacuo to afford the title compound,...